This data is from the Open Reaction Database (ORD), a public repository of structured organic reaction records. The task is: describe an organic reaction: reactants, conditions, products, and yield Reaction SMILES: [C:3](=[O:4])([CH3:5])[O:6][CH2:7][CH2:8][CH2:9][CH2:10][n:11]1[cH:12][c:13]([CH:20]=[O:21])[c:14]2[cH:15][cH:16][cH:17][n:18][c:19]12.[CH3:23][OH:24].[Na+:2].[OH-:1].[OH2:22]>>[OH:6][CH2:7][CH2:8][CH2:9][CH2:10][n:11]1[cH:12][c:13]([CH:20]=[O:21])[c:14]2[cH:15][cH:16][cH:17][n:18][c:19]12. Starting materials: CC(=O)OCCCCn1cc(C=O)c2cccnc21, CO, [Na+], [OH-], O. The product is O=Cc1cn(CCCCO)c2ncccc12. The reactants are ammonium salts, N[C@@H](CC(=O)O)C(=O)O (aspartic acid), NC(CC(=O)O)C(=O)O (D,L-aspartic acid), NC(CC(=O)O)C(=O)O (D,L-aspartic acid). The product is NC(CC(=O)O)C(=O)O (D,L-aspartic acid), C(\C=C/C(=O)O)(=O)O (maleic acid), N (ammonia). As a reaction SMILES: [NH2:1][CH:2]([C:7]([OH:9])=[O:8])[CH2:3][C:4]([OH:6])=[O:5].[NH2:10][C@H:11]([C:16]([OH:18])=[O:17])[CH2:12][C:13]([OH:15])=[O:14]>>[NH2:1][CH:2]([C:7]([OH:9])=[O:8])[CH2:3][C:4]([OH:6])=[O:5].[C:16]([OH:18])(=[O:17])/[CH:11]=[CH:12]\[C:13]([OH:15])=[O:14].[NH3:10]. Procedure: We have found that this object is achieved by a process for preparing D,L-aspartic acid by heating aqueous solutions of ammonium salts of aspartic acid at elevated temperatures under pressure, acidifying the reaction solution to liberate D,L-aspartic acid and isolating the D,L-aspartic acid, when maleic acid and ammonia are reacted in a molar ratio of from 1:2.1 to 1:50 in aqueous solution at from 60° C. to 250° C. under pressures of at least 1 bar, the pressure being controlled during the react...